Dataset: the Open Reaction Database (ORD), a public repository of structured organic reaction records. Task: describe an organic reaction: reactants, conditions, products, and yield Starting materials: C(C)OC(C(C(=O)OCC)CC1=CC=CC2=CC=CC=C12)=O (2-(1-naphthylmethyl)malonic acid diethyl ester), [H-].[Na+] (sodium hydride), CCOCC (ether), C1(=CC=CC=C1)CCCCBr (4-phenylbutyl bromide). Solvent: COCCOC (1,2-dimethoxyethane). Product: C(C)OC(C(C(=O)OCC)(CCCCC1=CC=CC=C1)CC1=CC=CC2=CC=CC=C12)=O (2-(1-naphthylmethyl)-2-(4-phenylbutyl)malonic acid diethyl ester). Isolated yield 73.4%. RXN SMILES: [CH2:1]([O:3][C:4](=[O:22])[CH:5]([CH2:11][C:12]1[C:21]2[C:16](=[CH:17][CH:18]=[CH:19][CH:20]=2)[CH:15]=[CH:14][CH:13]=1)[C:6]([O:8][CH2:9][CH3:10])=[O:7])[CH3:2].[H-].[Na+].[C:25]1([CH2:31][CH2:32][CH2:33][CH2:34]Br)[CH:30]=[CH:29][CH:28]=[CH:27][CH:26]=1.CCOCC>COCCOC>[CH2:9]([O:8][C:6](=[O:7])[C:5]([CH2:11][C:12]1[C:21]2[C:16](=[CH:17][CH:18]=[CH:19][CH:20]=2)[CH:15]=[CH:14][CH:13]=1)([CH2:34][CH2:33][CH2:32][CH2:31][C:25]1[CH:30]=[CH:29][CH:28]=[CH:27][CH:26]=1)[C:4]([O:3][CH2:1][CH3:2])=[O:22])[CH3:10] |f:1.2|. Procedure details: To a solution of 2.62 g of 2-(1-naphthylmethyl)malonic acid diethyl ester in 40 ml of dry 1,2-dimethoxyethane was added 0.46 g of a 50% sodium hydride (suspension in oil) while ice-cooling, and then 2.05 g of 4-phenylbutyl bromide was added dropwise to the mixture. The mixture was heated under reflux for 19 hours. After cooling, an aqueous ether was added to the reaction mixture and the mixture was extracted with diethyl ether. The ethereal layer was washed with a saturated sodium chloride aqueo... The reactants are S1C(=CC=C1)C(CC(C)=O)=O (1-(2-thienyl)butan-1,3-dione), N1CCCC1 (pyrrolidine). The solvent is C(C)(=O)OCC (ethyl acetate). Product: N1(CCCC1)C(=CC(=O)C=1SC=CC1)C (3-(1-pyrrolidinyl)-1-(2-thienyl)-2-buten-1-one). As a reaction SMILES: [S:1]1[CH:5]=[CH:4][CH:3]=[C:2]1[C:6](=[O:11])[CH2:7][C:8](=O)[CH3:9].[NH:12]1[CH2:16][CH2:15][CH2:14][CH2:13]1>C(OCC)(=O)C>[N:12]1([C:8]([CH3:9])=[CH:7][C:6]([C:2]2[S:1][CH:5]=[CH:4][CH:3]=2)=[O:11])[CH2:16][CH2:15][CH2:14][CH2:13]1. Reported procedure: A mixture of 0.01 mole of 1-(2-thienyl)butan-1,3-dione was reacted with pyrrolidine in ethyl acetate to give 3-(1-pyrrolidinyl)-1-(2-thienyl)-2-buten-1-one, mp 154°-156° C. The reactants are [N+](=O)([O-])C1=CC=C(C=C1)C=1N=CNC1 (4-(4-nitrophenyl)-1H-imidazole), C1CCC2=NCCCN2CC1 (DBU), Intermediate 120, C(C=C)(=O)OC(C)(C)C (1,1-dimethylethyl 2-propenoate). Run in CN(C)C=O (DMF). Run at temperature 50 celsius, time 16 hour. Product: [N+](=O)([O-])C1=CC=C(C=C1)C=1N=CN(C1)CCC(=O)OC(C)(C)C (1,1-dimethylethyl 3-[4-(4-nitrophenyl)-1H-imidazol-1-yl]propanoate). Isolated yield 44.0%. As a reaction SMILES: [N+:1]([C:4]1[CH:9]=[CH:8][C:7]([C:10]2[N:11]=[CH:12][NH:13][CH:14]=2)=[CH:6][CH:5]=1)([O-:3])=[O:2].[C:15]([O:19][C:20]([CH3:23])([CH3:22])[CH3:21])(=[O:18])[CH:16]=[CH2:17].C1CCN2C(=NCCC2)CC1>CN(C=O)C>[N+:1]([C:4]1[CH:5]=[CH:6][C:7]([C:10]2[N:11]=[CH:12][N:13]([CH2:17][CH2:16][C:15]([O:19][C:20]([CH3:23])([CH3:22])[CH3:21])=[O:18])[CH:14]=2)=[CH:8][CH:9]=1)([O-:3])=[O:2]. Reported procedure: A mixture of 4-(4-nitrophenyl)-1H-imidazole (for a preparation see Intermediate 120) (3.5 g, 18.5 mmol), 1,1-dimethylethyl 2-propenoate (2.37 g, 2.71 mL, 18.5 mmol) and DBU (2.82 g, 2.79 mL, 18.5 mmol) in DMF (50 mL) was stirred at 50° C. for 16 h then was cooled to room temperature and partitioned between AcOEt (100 mL) and water (100 mL). The layers were separated and the organic phase was washed with water then brine, dried over MgSO4 and concentrated in vacuo. Purification of the residue by ...